Dataset: the Open Reaction Database (ORD), a public repository of structured organic reaction records. Task: describe an organic reaction: reactants, conditions, products, and yield Reactants: OC=1C(C2=CC=CC=C2C(C1)=O)=O (2-hydroxy-1,4-naphthoquinone), C(C1=CC=CC=C1)Br (benzyl bromide), [Cl-].[NH4+] (ammonium chloride), [In] (indium), [In] (indium), C(C(O)C(O)C(=O)[O-])(=O)[O-].[K+].[Na+] (sodium potassium tartarate). Solvent: CN(C=O)C (N,N-dimethylformamide), C(C)(=O)OCC (ethyl acetate), CN(C=O)C (N,N-dimethylformamide). Reaction conditions: temperature 0 celsius, time 3 hour. Product: C(C1=CC=CC=C1)C1(C(C=C(C2=CC=CC=C12)O)=O)O (1-benzyl-1,4-dihydroxynaphthalen-2(1H)-one). The yield is 59.1%. Reaction SMILES: [In].[CH2:2](Br)[C:3]1[CH:8]=[CH:7][CH:6]=[CH:5][CH:4]=1.[OH:10][C:11]1[C:12](=[O:22])[C:13]2[C:18]([C:19](=[O:21])[CH:20]=1)=[CH:17][CH:16]=[CH:15][CH:14]=2.[Cl-].[NH4+].C([O-])(=O)C(C(C([O-])=O)O)O.[K+].[Na+]>CN(C)C=O.C(OCC)(=O)C>[CH2:2]([C:12]1([OH:22])[C:13]2[C:18](=[CH:17][CH:16]=[CH:15][CH:14]=2)[C:19]([OH:21])=[CH:20][C:11]1=[O:10])[C:3]1[CH:8]=[CH:7][CH:6]=[CH:5][CH:4]=1 |f:3.4,5.6.7|. Procedure: A suspension of indium powder (529 mg, 4.60 mmol) in anhydrous N,N-dimethylformamide (4.6 mL) at 25° C. was treated dropwise with benzyl bromide (1.18 g, 820 μL, 6.90 mmol). After addition, the mixture became warm, and after stirring for 2 h, most of the indium was consumed. The solution was cooled to 0° C. and a cold (0° C.) solution of 2-hydroxy-1,4-naphthoquinone (200 mg, 1.15 mmol) in N,N-dimethylformamide (2 mL) was added via cannula. The orange solution was stirred at 0° C. for 3 h, and th... Reactants: C(C1=CC=CC=C1)(=O)OOC(C1=CC=CC=C1)=O (dibenzoylperoxide), C(#N)N1C2=C(CCC3=C1C=CC=C3)C=CC=C2 (5-cyano-10,11-dihydro-5H-dibenz[b,f]-azepine), C(=O)(O)[O-].[Na+] (NaHCO3). The reagents and catalysts are C(C1=CC=CC=C1)(=O)[O-].[Cu+2].C(C1=CC=CC=C1)(=O)[O-] (copper(II) benzoate). Solvent: ClC1=CC=CC=C1 (chlorobenzene). Conditions: temperature 50 celsius, time 5 hour. The product is C(#N)N1C2=C(CC(C3=C1C=CC=C3)O)C=CC=C2 (5-cyano-10-hydroxy-10,11-dihydro-5H-dibenz[b,f]azepine). Yield: 44.6%. As a reaction SMILES: [C:1]([N:3]1[C:9]2[CH:10]=[CH:11][CH:12]=[CH:13][C:8]=2[CH2:7][CH2:6][C:5]2[CH:14]=[CH:15][CH:16]=[CH:17][C:4]1=2)#[N:2].C(OOC(=O)C1C=CC=CC=1)(=[O:25])C1C=CC=CC=1.C([O-])(O)=O.[Na+]>ClC1C=CC=CC=1.C([O-])(=O)C1C=CC=CC=1.[Cu+2].C([O-])(=O)C1C=CC=CC=1>[C:1]([N:3]1[C:4]2[CH:17]=[CH:16][CH:15]=[CH:14][C:5]=2[CH:6]([OH:25])[CH2:7][C:8]2[CH:13]=[CH:12][CH:11]=[CH:10][C:9]1=2)#[N:2] |f:2.3,5.6.7|. Procedure: 6.60 g (0.030 mols) of (I) are dissolved in 45 ml of chlorobenzene, heating to 50° C. under stirring, then added with 0.82 g (0.003 mols) of copper(II) benzoate and 6.9 g (0.033 mols) of dibenzoylperoxide. The reaction mixture is heated to 90° C. and stirred for 3 hours, then cooled to 40° C., added with 40 ml of a 3% HCI solution and stirred at 40° C. for 30 minutes, then at 80° C. for 5 hours. 20 ml of a NaHCO3 saturated solution are added to the mixture, which is stirred for 30 minutes and de... Starting materials: NC=1C(=NC(=C(C(=O)O)C1)OCC)Cl (5-Amino-6-chloro-2-ethoxynicotinic Acid), C1(=CC=CC=C1)C1=NOC(=C1)CN1CCC(CC1)CN (1-{1-[(3-phenyl-5-isoxazolyl)methyl]-4-piperidinyl}methanamine). Yields the product NC=1C(=NC(=C(C(=O)NCC2CCN(CC2)CC2=CC(=NO2)C2=CC=CC=C2)C1)OCC)Cl (5-Amino-6-chloro-2-ethoxy-N-((1-((3-phenylisoxazol-5-yl)methyl)piperidin-4-yl)methyl)nicotinamide). RXN SMILES: [NH2:1][C:2]1[C:3]([Cl:14])=[N:4][C:5]([O:11][CH2:12][CH3:13])=[C:6]([CH:10]=1)[C:7]([OH:9])=O.[C:15]1([C:21]2[CH:25]=[C:24]([CH2:26][N:27]3[CH2:32][CH2:31][CH:30]([CH2:33][NH2:34])[CH2:29][CH2:28]3)[O:23][N:22]=2)[CH:20]=[CH:19][CH:18]=[CH:17][CH:16]=1>>[NH2:1][C:2]1[C:3]([Cl:14])=[N:4][C:5]([O:11][CH2:12][CH3:13])=[C:6]([CH:10]=1)[C:7]([NH:34][CH2:33][CH:30]1[CH2:29][CH2:28][N:27]([CH2:26][C:24]2[O:23][N:22]=[C:21]([C:15]3[CH:20]=[CH:19][CH:18]=[CH:17][CH:16]=3)[CH:25]=2)[CH2:32][CH2:31]1)=[O:9]. Reported procedure: According to the same procedure described in example 225, using the compound prepared in Example 292 instead of 4-amino-5-cyano-6-ethoxypicolinic acid, and using the compound prepared in Example 9 instead of tert-butyl 4-(aminomethyl)piperidine-1-carboxylate, the title compound having the following physical data was obtained. The reactants are ClC1=C(C=C2C(C(=CN(C2=C1)C1CC1)C(=O)O)=O)F (7-chloro-1-cyclopropyl-6-fluoro-1,4-dihydro-4-oxo-3-quinolinecarboxylic acid), CN1CCNCC1 (N-methylpiperazine). The solvent is CS(=O)C (dimethylsulphoxide). Yields the product C1(CC1)N1C=C(C(C2=CC(=C(C=C12)N1CCN(CC1)C)F)=O)C(=O)O (1-cyclopropyl-6-fluoro-1,4-dihydro-4-oxo-7-(4-methyl-1-piperazinyl)-3-quinolinecarboxylic acid). Yield: 59.1%. Reaction SMILES: Cl[C:2]1[CH:11]=[C:10]2[C:5]([C:6](=[O:18])[C:7]([C:15]([OH:17])=[O:16])=[CH:8][N:9]2[CH:12]2[CH2:14][CH2:13]2)=[CH:4][C:3]=1[F:19].[CH3:20][N:21]1[CH2:26][CH2:25][NH:24][CH2:23][CH2:22]1>CS(C)=O>[CH:12]1([N:9]2[C:10]3[C:5](=[CH:4][C:3]([F:19])=[C:2]([N:24]4[CH2:25][CH2:26][N:21]([CH3:20])[CH2:22][CH2:23]4)[CH:11]=3)[C:6](=[O:18])[C:7]([C:15]([OH:17])=[O:16])=[CH:8]2)[CH2:14][CH2:13]1. Procedure details: A mixture of 20 g of 7-chloro-1-cyclopropyl-6-fluoro-1,4-dihydro-4-oxo-3-quinolinecarboxylic acid, 28.5 g of N-methylpiperazine and 120 ml of anhydrous dimethylsulphoxide is heated at 135°-140° C. for 2.5 hours. The solvent is distilled off under a fine vacuum and the residue is suspended in about 50 ml of water. The solid is filtered off with suction, rinsed with water, dried over calcium chloride in a vacuum drying cabinet at 80° C. and recrystallized from glycol monomethyl ether. 14.5 g of 1-... The reactants are S(=O)([O-])[O-] (sulfite), C1C=CN(C=C1C(=O)N)C2C(C(C(O2)COP(=O)([O-])OP(=O)([O-])OCC3C(C(C(O3)N4C=NC5=C4N=CN=C5N)OP(=O)([O-])[O-])O)O)O.[Na+].[Na+].[Na+].[Na+] (tetrasodium), C1(=CC=C(C=2C(=CC=C(C12)C(=O)O)C(=O)O)C(=O)O)C(=O)O (naphthalene-1,4,5,8-tetracarboxylic acid). Product: [Na][Na] (disodium), C1(=CC=C(C=2C(=CC=C(C12)C(=O)O)C(=O)O)C(=O)O)C(=O)O (naphthalene-1,4,5,8-tetracarboxylic acid). Reaction SMILES: S([O-])([O-])=O.C1C(C(N)=O)=CN(C2OC(COP(OP(OCC3OC(N4C5N=CN=C(N)C=5N=C4)C(OP([O-])([O-])=O)C3O)([O-])=O)([O-])=O)C(O)C2O)C=C1.[Na+:53].[Na+:54].[Na+].[Na+].[C:57]1([C:76]([OH:78])=[O:77])[C:66]2[C:65]([C:67]([OH:69])=[O:68])=[CH:64][CH:63]=[C:62]([C:70]([OH:72])=[O:71])[C:61]=2[C:60]([C:73]([OH:75])=[O:74])=[CH:59][CH:58]=1>>[Na:53][Na:54].[C:57]1([C:76]([OH:78])=[O:77])[C:66]2[C:65]([C:67]([OH:69])=[O:68])=[CH:64][CH:63]=[C:62]([C:70]([OH:72])=[O:71])[C:61]=2[C:60]([C:73]([OH:75])=[O:74])=[CH:59][CH:58]=1 |f:1.2.3.4.5|. Procedure details: The process as claimed in claim 6, wherein, after the oxidation has ended the reaction mixture is subjected to a heat treatment at a temperature of between 90° and 120° C. under the autogenous pressure of 1 to 10 bar which is established, in the presence of sulfite, the resulting suspension of the tetrasodium salt of naphthalene-1,4,5,8-tetracarboxylic acid is cooled, after the reaction vessel has been let down, to a temperature of below 40° C. the pH is then adjusted to 4.5 to 5 by acidificatio... The reactants are C[Mg]Cl (Methylmagnesium chloride), 2-L, C(C)(=O)O (acetic acid), CC(=CC=O)C(C)C (3,4-Dimethyl-pentenal). The solvent is O1CCCC1 (tetrahydrofuran). Run at temperature 17.5 celsius, time 2 hour. Yields the product CC(CC(C)O)C(C)C (4,5-dimethyl-hexan-2-ol). Yield: 83.7%. As a reaction SMILES: C[Mg]Cl.[CH3:4][C:5]([CH:9]([CH3:11])[CH3:10])=[CH:6][CH:7]=[O:8].[C:12](O)(=O)C>O1CCCC1>[CH3:4][CH:5]([CH:9]([CH3:11])[CH3:10])[CH2:6][CH:7]([OH:8])[CH3:12]. Procedure: Methylmagnesium chloride (CH3MgCl) in tetrahydrofuran (THF) (3 M, 1.8 L) was charged into a flame-dried 2-L reaction flask fitted with a mechanical stirrer, a thermocouple, a condenser, and a dropping funnel. The reaction flask was cooled with an external bath to about 15-20° C. 3,4-Dimethyl-pentenal (prepared as above) (422 g) was fed over about 2-3 hours to allow the exotherm temperature at about 30-35° C. After the feeding was completed, the reaction mass was aged for about 2 hours. GC analys...